From a dataset of the Open Reaction Database (ORD), a public repository of structured organic reaction records. describe an organic reaction: reactants, conditions, products, and yield Starting materials: COC=1C=C(OCC(=O)O)C=CC1 (3-methoxyphenoxyacetic acid), C(Cl)Cl (CH2Cl2), C(C(=O)Cl)(=O)Cl (Oxalyl chloride), resultant solution. Run in CN(C)C=O (DMF). Reaction conditions: time 8 hour. Product: COC=1C=C(OCC(=O)Cl)C=CC1 (2-(3-Methoxyphenoxy)acetyl chloride). The yield is 100.0%. As a reaction SMILES: [CH3:1][O:2][C:3]1[CH:4]=[C:5]([CH:11]=[CH:12][CH:13]=1)[O:6][CH2:7][C:8](O)=[O:9].C(Cl)[Cl:15].C(Cl)(=O)C(Cl)=O>CN(C=O)C>[CH3:1][O:2][C:3]1[CH:4]=[C:5]([CH:11]=[CH:12][CH:13]=1)[O:6][CH2:7][C:8]([Cl:15])=[O:9]. Procedure: A 500 mL flask fitted with a stir-bar, addition funnel, and an Ar inlet was charged with 3-methoxyphenoxyacetic acid (20.0 g, 110 mmol), CH2Cl2 (120 mL), and DMF (0.2 mL). Oxalyl chloride (2M in CH2Cl2, 69 mL, 137 mmol) was added to the resultant solution over 45 min forming an orange solution. The mixture stirred overnight at rt. The solution was concentrated in vacuo to give 22.7 g of 47b as an orange oil (100%). HPLC analysis (15:10:75 H2O:A1:MeOH) showed a purity of 93% with a retention time...